From a dataset of the Open Reaction Database (ORD), a public repository of structured organic reaction records. describe an organic reaction: reactants, conditions, products, and yield Reactants: N1=CC=NC2=CC(=CC=C12)C(=O)O (quinoxaline-6-carboxylic acid), C(C(=O)Cl)(=O)Cl (oxalyl chloride), CN(C)C=O (DMF). The solvent is C1=CC=CC=C1 (benzene). Conditions: time 30 minute. The product is N1=CC=NC2=CC(=CC=C12)C(=O)Cl (Quinoxaline-6-carbonyl chloride). RXN SMILES: [N:1]1[C:10]2[C:5](=[CH:6][C:7]([C:11]([OH:13])=O)=[CH:8][CH:9]=2)[N:4]=[CH:3][CH:2]=1.C(Cl)(=O)C([Cl:17])=O.CN(C=O)C>C1C=CC=CC=1>[N:1]1[C:10]2[C:5](=[CH:6][C:7]([C:11]([Cl:17])=[O:13])=[CH:8][CH:9]=2)[N:4]=[CH:3][CH:2]=1. Procedure: To a solution of quinoxaline-6-carboxylic acid (438 mg, 2.51 mmol) in benzene (16 mL) was added oxalyl chloride (0.26 mL, 3.02 mmol) and anhydrous DMF (0.1 mL). The reaction was stirred at room temperature for 30 minutes after which the mixture was concentrated in vacuo. The resulting yellow solid was azeotroped 3× with toluene and the product was used immediately without further purification. The reactants are C[C@@H]1N([C@H](CNC1)C)C=1OC=2C(N1)=C(C=CC2)C(=O)[O-].[Li+] (lithium 2-((2S,6S)-2,6-dimethylpiperazin-1-yl)benzoxazole-4-carboxylate), C(=O)(O)[O-].[Na+] (NaHCO3), Cl (HCl), C(C)(C)OC(=O)Cl (isopropylchloroformate). Run in C(Cl)(Cl)Cl (chloroform), O (H2O). Run at time 2 hour. Yields the product C(C)(C)OC(=O)N1C[C@@H](N([C@H](C1)C)C=1OC=2C(N1)=C(C=CC2)C(=O)[O-])C.[Li+] (lithium 2-((2S,6S)-4-(isopropoxycarbonyl)-2,6-dimethylpiperazin-1-yl)benzoxazole-4-carboxylate). Reaction SMILES: [CH3:1][C@H:2]1[CH2:7][NH:6][CH2:5][C@H:4]([CH3:8])[N:3]1[C:9]1[O:10][C:11]2[C:12](=[C:14]([C:18]([O-:20])=[O:19])[CH:15]=[CH:16][CH:17]=2)[N:13]=1.[Li+:21].C([O-])(O)=O.[Na+].[CH:27]([O:30][C:31](Cl)=[O:32])([CH3:29])[CH3:28].Cl>C(Cl)(Cl)Cl.O>[CH:27]([O:30][C:31]([N:6]1[CH2:5][C@H:4]([CH3:8])[N:3]([C:9]2[O:10][C:11]3[C:12](=[C:14]([C:18]([O-:20])=[O:19])[CH:15]=[CH:16][CH:17]=3)[N:13]=2)[C@@H:2]([CH3:1])[CH2:7]1)=[O:32])([CH3:29])[CH3:28].[Li+:21] |f:0.1,2.3,8.9|. Reported procedure: To a vigorously stirred suspension of lithium 2-((2S,6S)-2,6-dimethylpiperazin-1-yl)benzoxazole-4-carboxylate (208 mg, 0.743 mmol) and NaHCO3 (187 mg, 2.23 mmol) in chloroform (12 mL) and H2O (2 mL) was added dropwise isopropylchloroformate (1M solution in toluene, 892 mL, 0.891 mmol). The reaction mixture was stirred at room temperature for 2 h, then neutralized with 1N aqueous HCl. The mixture was concentrated under reduced pressure to provide lithium 2-((2S,6S)-4-(isopropoxycarbonyl)-2,6-dime...